From a dataset of the Open Reaction Database (ORD), a public repository of structured organic reaction records. describe an organic reaction: reactants, conditions, products, and yield The reactants are O=C(n1ccnc1)n1ccnc1, CN(C)CCCN, O=C(O)c1ccc(-c2nnc(COCCOc3ccccc3)o2)cc1. Product: CN(C)CCCNC(=O)c1ccc(-c2nnc(COCCOc3ccccc3)o2)cc1. RXN SMILES: [C:26]([n:27]1[cH:28][cH:29][n:30][cH:31]1)([n:32]1[cH:33][cH:34][n:35][cH:36]1)=[O:37].[CH3:38][N:39]([CH2:40][CH2:41][CH2:42][NH2:43])[CH3:44].[O:1]([c:2]1[cH:3][cH:4][cH:5][cH:6][cH:7]1)[CH2:8][CH2:9][O:10][CH2:11][c:12]1[n:13][n:14][c:15](-[c:17]2[cH:18][cH:19][c:20]([C:21](=[O:22])[OH:23])[cH:24][cH:25]2)[o:16]1>>[O:1]([c:2]1[cH:3][cH:4][cH:5][cH:6][cH:7]1)[CH2:8][CH2:9][O:10][CH2:11][c:12]1[n:13][n:14][c:15](-[c:17]2[cH:18][cH:19][c:20]([C:21](=[O:23])[NH:43][CH2:42][CH2:41][CH2:40][N:39]([CH3:38])[CH3:44])[cH:24][cH:25]2)[o:16]1. Reactants: C(C)OC(COC1=C(C=C(C=C1)O)C)=O (ethyl(4-hydroxy-2-methylphenoxy)acetate), C(C)OC(COC1=C(C=C(C=C1)O)C)=O (ethyl(4-hydroxy-2-methylphenoxy)acetate), S1C(=CC=C1)CCO (2-(2-thienyl)ethanol), C(CCC)P(CCCC)CCCC (tri-n-butyl phosphine). Solvent: O1CCCC1 (tetrahydrofuran). Run at time 3 day. Product: C(C)OC(COC1=C(C=C(C=C1)OCCC=1SC=CC1)C)=O (ethyl[2-methyl-4-(2-thien-2-ylethoxy)phenoxy]acetate). RXN SMILES: [CH2:1]([O:3][C:4](=[O:15])[CH2:5][O:6][C:7]1[CH:12]=[CH:11][C:10]([OH:13])=[CH:9][C:8]=1[CH3:14])[CH3:2].[S:16]1[CH:20]=[CH:19][CH:18]=[C:17]1[CH2:21][CH2:22]O.C(P(CCCC)CCCC)CCC>O1CCCC1>[CH2:1]([O:3][C:4](=[O:15])[CH2:5][O:6][C:7]1[CH:12]=[CH:11][C:10]([O:13][CH2:22][CH2:21][C:17]2[S:16][CH:20]=[CH:19][CH:18]=2)=[CH:9][C:8]=1[CH3:14])[CH3:2]. Procedure: A solution of ethyl(4-hydroxy-2-methylphenoxy)acetate (intermediate 7, 1.05 g) and 2-(2-thienyl)ethanol (0.64 g) in dry tetrahydrofuran was treated with tri-n-butyl phosphine (1.2 g) and azodicarbonyldimorpholide (1.53 g) and the mixture stirred at ambient temperature for 3 days. The reaction mixture was concentrated and the residue partitioned between ethyl acetate and water. The organic layer was collected, dried over sodium sulfate, concentrated and the residue purified by SPE (Si cartridge) ... The reactants are O (water), S(O)(O)(=O)=O (sulfuric acid), FC1=CC(=C(N)C(=C1)Br)[N+](=O)[O-] (4-fluoro-2-nitro-6-bromoaniline), ferrous sulfate heptahydrate, N(=O)[O-].[Na+] (sodium nitrite). The solvent is C(C)O (ethanol). Run at temperature 0 celsius, time 30 minute. Product: BrC=1C=C(C=C(C1)F)[N+](=O)[O-] (3-bromo-5-fluoronitrobenzene). Yield: 49.9%. Reaction SMILES: O.S(=O)(=O)(O)O.[F:7][C:8]1[CH:14]=[C:13]([Br:15])[C:11](N)=[C:10]([N+:16]([O-:18])=[O:17])[CH:9]=1.N([O-])=O.[Na+]>C(O)C>[Br:15][C:13]1[CH:11]=[C:10]([N+:16]([O-:18])=[O:17])[CH:9]=[C:8]([F:7])[CH:14]=1 |f:3.4|. Procedure details: Mix water (60mL), concentrated sulfuric acid (60mL) and 4-fluoro-2-nitro-6-bromoaniline (9.65g, 41mmol). Cool to 0° C. and add solid sodium nitrite (4.25g, 61mmol) in small portions at such a rate as not to exceed 5° C. Stir for 30 minutes and add ferrous sulfate heptahydrate (5.6g, 20.5mmol) and ethanol (18mL). Stir with warming to room temperature over 2 hours. Add water (200mL), separate the organic phase and wash the aqueous phase with methylene chloride (2×). Combine the organic phases, dry... Starting materials: C[S-], CCCC[Sn](CCCC)(CCCC)c1cc(Cl)nc(C)n1, [Na+], C1CCOC1, O. Yields the product CCCC[Sn](CCCC)(CCCC)c1cc(SC)nc(C)n1. RXN SMILES: [CH3:1][S-:2].[Cl:4][c:5]1[n:6][c:7]([CH3:24])[n:8][c:9]([Sn:11]([CH2:12][CH2:13][CH2:14][CH3:15])([CH2:16][CH2:17][CH2:18][CH3:19])[CH2:20][CH2:21][CH2:22][CH3:23])[cH:10]1.[Na+:3].[O:25]1[CH2:26][CH2:27][CH2:28][CH2:29]1.[OH2:30]>>[CH3:1][S:2][c:5]1[n:6][c:7]([CH3:24])[n:8][c:9]([Sn:11]([CH2:12][CH2:13][CH2:14][CH3:15])([CH2:16][CH2:17][CH2:18][CH3:19])[CH2:20][CH2:21][CH2:22][CH3:23])[cH:10]1. The reactants are BrCC1=CC2=C(N=C(O2)N(C=O)CC)C=C1 (6-bromomethyl-2-(N-ethylformamido)benzoxazole), [OH-].[Na+] (sodium hydroxide), Cl.Cl.CN(C)CC1=CC=C(O1)CSC(N)=N (S-(5-dimethylaminomethylfuran-2-yl)methylisothiourea dihydrochloride). Run in CO (methanol), O1CCCC1 (tetrahydrofuran), O (water), CO (methanol). Run at time 1 hour. The product is Cl.Cl.CN(C)CC1=CC=C(O1)CSCC1=CC2=C(N=C(O2)NCC)C=C1 (6-[(5-dimethylaminomethylfuran 2-yl)methylthiomethyl]-2-ethylaminobenzoxazole dihydrochloride). The yield is 45.2%. As a reaction SMILES: [OH-].[Na+].[ClH:3].Cl.[CH3:5][N:6]([CH2:8][C:9]1[O:13][C:12]([CH2:14][S:15][C:16](=N)N)=[CH:11][CH:10]=1)[CH3:7].BrC[C:21]1[CH:34]=[CH:33][C:24]2[N:25]=[C:26]([N:28]([CH2:31][CH3:32])C=O)[O:27][C:23]=2[CH:22]=1>O.CO.O1CCCC1>[ClH:3].[ClH:3].[CH3:7][N:6]([CH2:8][C:9]1[O:13][C:12]([CH2:14][S:15][CH2:16][C:21]2[CH:34]=[CH:33][C:24]3[N:25]=[C:26]([NH:28][CH2:31][CH3:32])[O:27][C:23]=3[CH:22]=2)=[CH:11][CH:10]=1)[CH3:5] |f:0.1,2.3.4,9.10.11|. Reported procedure: A solution of sodium hydroxide (464 mg) in water (4.18 ml) was added to a solution of S-(5-dimethylaminomethylfuran-2-yl)methylisothiourea dihydrochloride (1.00 g) in methanol (10 ml) and the mixture was stirred for 1 hour at ambient temperature. A solution of 6-bromomethyl-2-(N-ethylformamido)benzoxazole (1.10 g) in a mixture of methanol (20 ml) and tetrahydrofuran (5 ml) was dropwise added thereto at 0° C. and the mixture was stirred for 2 hours at the same temperature. The solvent was evapora... Reactants: CN1CCNCC1 (N-methylpiperazine), ClCC(=O)N1C2=C(C(N(C3=C1C=CC=C3)C)=O)C=NC=N2 (11-chloroacetyl-6-methyl-5,6-dihydropyrimido[4,5-b][1,5]benzodiazepin-5-one), C([O-])(O)=O.[Na+] (sodium bicarbonate). The solvent is C1=CC=CC=C1 (benzene). Run at temperature 70 celsius, time 1.5 hour. The product is CN1C(C2=C(N(C3=C1C=CC=C3)C(CN3CCN(CC3)C)=O)N=CN=C2)=O (6-Methyl-11-[(4-methyl-1-piperazinyl)acetyl]-5,6-dihydropyrimido[4,5-b][1,5]benzodiazepin-5-one). As a reaction SMILES: [CH3:1][N:2]1[CH2:7][CH2:6][NH:5][CH2:4][CH2:3]1.Cl[CH2:9][C:10]([N:12]1[C:18]2[CH:19]=[CH:20][CH:21]=[CH:22][C:17]=2[N:16]([CH3:23])[C:15](=[O:24])[C:14]2[CH:25]=[N:26][CH:27]=[N:28][C:13]1=2)=[O:11].C(=O)(O)[O-].[Na+]>C1C=CC=CC=1>[CH3:23][N:16]1[C:17]2[CH:22]=[CH:21][CH:20]=[CH:19][C:18]=2[N:12]([C:10](=[O:11])[CH2:9][N:5]2[CH2:6][CH2:7][N:2]([CH3:1])[CH2:3][CH2:4]2)[C:13]2[N:28]=[CH:27][N:26]=[CH:25][C:14]=2[C:15]1=[O:24] |f:2.3|. Procedure: 2.6 g (0.0266 mol) of N-methylpiperazine are added dropwise at 50° C., in the course of 15 minutes, to a suspension of 4.0 g (0.0133 mol) of 11-chloroacetyl-6-methyl-5,6-dihydropyrimido[4,5-b][1,5]benzodiazepin-5-one in 30 ml of absolute benzene, and the mixture is stirred for a further 1.5 hours at 70° C. After cooling, the mixture is poured into 100 ml of saturated sodium bicarbonate solution and is extracted once with 50 ml of ethyl acetate and twice with 100 ml, each time, of chloroform. Aft... Reactants: C, COc1c(C)cc(OCc2ccccc2)c2ccccc12, CCOC(C)=O, [Pd]. Product: COc1c(C)cc(O)c2ccccc12. Reaction SMILES: [C:22].[CH3:1][O:2][c:3]1[c:4]([CH3:21])[cH:5][c:6]([O:13][CH2:14][c:15]2[cH:16][cH:17][cH:18][cH:19][cH:20]2)[c:7]2[cH:8][cH:9][cH:10][cH:11][c:12]12.[CH3:24][CH2:25][O:26][C:27](=[O:28])[CH3:29].[Pd:23]>>[CH3:1][O:2][c:3]1[c:4]([CH3:21])[cH:5][c:6]([OH:13])[c:7]2[cH:8][cH:9][cH:10][cH:11][c:12]12.